From a dataset of the Open Reaction Database (ORD), a public repository of structured organic reaction records. describe an organic reaction: reactants, conditions, products, and yield Reactants: BrC1=CC=C2C=C(N=CC2=C1)NC(=O)C1CC1 (N-(7-bromoisoquinolin-3-yl)cyclopropanecarboxamide), ClC1=CC(=C(C#N)C=C1)B1OCC(CO1)(C)C (4-chloro-2-(5,5-dimethyl-1,3,2-dioxaborinan-2-yl)benzonitrile), C([O-])([O-])=O.[Cs+].[Cs+] (cesium carbonate). Reagents/catalysts: [Pd](Cl)Cl.C(C)(C)(C)P(C1=CC=C(C=C1)N(C)C)C(C)(C)C.C(C)(C)(C)P(C1=CC=C(C=C1)N(C)C)C(C)(C)C (bis(di-tert-butyl(4-dimethylaminophenyl)phosphine) palladium dichloride). The solvent is C(C)#N (acetonitrile), O (water). Reaction conditions: temperature 90 celsius, time 45 minute. The product is ClC=1C=CC(=C(C1)C1=CC=C2C=C(N=CC2=C1)NC(=O)C1CC1)C#N (N-(7-(5-chloro-2-cyanophenyl)isoquinolin-3-yl)cyclopropanecarboxamide). Yield: 5.8%. As a reaction SMILES: Br[C:2]1[CH:11]=[C:10]2[C:5]([CH:6]=[C:7]([NH:12][C:13]([CH:15]3[CH2:17][CH2:16]3)=[O:14])[N:8]=[CH:9]2)=[CH:4][CH:3]=1.[Cl:18][C:19]1[CH:26]=[CH:25][C:22]([C:23]#[N:24])=[C:21](B2OCC(C)(C)CO2)[CH:20]=1.C(=O)([O-])[O-].[Cs+].[Cs+]>C(#N)C.O.[Pd](Cl)Cl.C(P(C(C)(C)C)C1C=CC(N(C)C)=CC=1)(C)(C)C.C(P(C(C)(C)C)C1C=CC(N(C)C)=CC=1)(C)(C)C>[Cl:18][C:19]1[CH:20]=[CH:21][C:22]([C:23]#[N:24])=[C:25]([C:2]2[CH:11]=[C:10]3[C:5]([CH:6]=[C:7]([NH:12][C:13]([CH:15]4[CH2:17][CH2:16]4)=[O:14])[N:8]=[CH:9]3)=[CH:4][CH:3]=2)[CH:26]=1 |f:2.3.4,7.8.9|. Procedure details: A solution of N-(7-bromoisoquinolin-3-yl)cyclopropanecarboxamide (200 mg, 0.68 mmol), 4-chloro-2-(5,5-dimethyl-1,3,2-dioxaborinan-2-yl)benzonitrile (205 mg, 0.816 mmol), cesium carbonate (0.22 g, 0.68 mmol) and bis(di-tert-butyl(4-dimethylaminophenyl)phosphine) palladium dichloride (24.0 mg, 0.05 eq) in a mixture of acetonitrile and water (10 mL, 10:1) was purged with nitrogen and stirred at 90° C. for 45 minutes under microwave irradiation. Ethyl acetate (20 mL) was added to the reaction mixtur...